describe an organic reaction: reactants, conditions, products, and yield From a dataset of the Open Reaction Database (ORD), a public repository of structured organic reaction records. The reactants are CON(C(=O)[C@@H]1N(C(OC1)(C)C)C(=O)OCC1=CC=CC=C1)C ((R)-benzyl 4-(methoxy(methyl)carbamoyl)-2,2-dimethyloxazolidine-3-carboxylate), OS(=O)(=O)[O-].[K+] (KHSO4). Run in C1CCOC1 (THF). Conditions: time 30 minute. The product is C(=O)[C@@H]1N(C(OC1)(C)C)C(=O)OCC1=CC=CC=C1 ((R)-benzyl 4-formyl-2,2-dimethyloxazolidine-3-carboxylate), oil. The yield is 92.0%. RXN SMILES: CON(C)[C:4]([C@H:6]1[CH2:10][O:9][C:8]([CH3:12])([CH3:11])[N:7]1[C:13]([O:15][CH2:16][C:17]1[CH:22]=[CH:21][CH:20]=[CH:19][CH:18]=1)=[O:14])=[O:5].OS([O-])(=O)=O.[K+]>C1COCC1>[CH:4]([C@H:6]1[CH2:10][O:9][C:8]([CH3:12])([CH3:11])[N:7]1[C:13]([O:15][CH2:16][C:17]1[CH:18]=[CH:19][CH:20]=[CH:21][CH:22]=1)=[O:14])=[O:5] |f:1.2|. Reported procedure: A solution of LiALH4 (1 M, 20 mL, 20 mmol) was added dropwise to a cold (−15° C.) solution of (R)-benzyl 4-(methoxy(methyl)carbamoyl)-2,2-dimethyloxazolidine-3-carboxylate (12.2 g, 37.9 mmol) in THF (75 mL). The mixture was stirred for 30 min keeping the temperature below 0° C. A saturated solution of KHSO4 (100 mL) was added slowly to the mixture and it was warmed to room temperature. The mixture was filtered and the solvent was removed to dryness. (R)-benzyl 4-formyl-2,2-dimethyloxazolidine-3-... Reactants: O (water), BrC=1C=C(C=NC1[N+](=O)[O-])N1CCOCC1 (4-(5-Bromo-6-nitropyridin-3-yl)morpholine), Cl[Sn]Cl (SnCl2). The solvent is C(Cl)Cl (DCM), CCO (EtOH). Conditions: temperature 80 celsius. Product: BrC=1C(=NC=C(C1)N1CCOCC1)N (3-bromo-5-morpholinopyridin-2-amine). The yield is 83.9%. RXN SMILES: [Br:1][C:2]1[CH:3]=[C:4]([N:11]2[CH2:16][CH2:15][O:14][CH2:13][CH2:12]2)[CH:5]=[N:6][C:7]=1[N+:8]([O-])=O.O.Cl[Sn]Cl>CCO.C(Cl)Cl>[Br:1][C:2]1[C:7]([NH2:8])=[N:6][CH:5]=[C:4]([N:11]2[CH2:12][CH2:13][O:14][CH2:15][CH2:16]2)[CH:3]=1. Procedure details: 4-(5-Bromo-6-nitropyridin-3-yl)morpholine (95 mg, 0.33 mmol) was dissolved in EtOH (12 mL) and water (3.0 mL) was added, followed by SnCl2 (313 mg, 1.65 mmol). The reaction mixture was heated to 80° C. for 2 h, cooled to room temperature and diluted with DCM. The two phases were separated, the organic phase was washed with water. The water phase was back extracted with DCM. The pH was adjusted to 12 with 6N NaOH and the mixture was further extracted with DCM. The organic extracts were combined, ...